Dataset: the Open Reaction Database (ORD), a public repository of structured organic reaction records. Task: describe an organic reaction: reactants, conditions, products, and yield Starting materials: BrC=1C=CC(=NC1)CO ((5-bromopyridin-2-yl)methanol), C(C1=CC=CC=C1)N([C@@H]1COC2=CC=CC(=C2C1)B1OC(C(O1)(C)C)(C)C)CC1=CC=CC=C1 ((3S)-N,N-dibenzyl-5-(4,4,5,5-tetramethyl-1,3,2-dioxaborolan-2-yl)chroman-3-amine), C([O-])([O-])=O.[K+].[K+] (potassium carbonate). Product: C(C1=CC=CC=C1)N([C@@H]1COC2=CC=CC(=C2C1)C=1C=CC(=NC1)CO)CC1=CC=CC=C1 ({5-[(3S)-3-(dibenzylamino)-3,4-dihydro-2H-chromen-5-yl]pyridin-2-yl}methanol). Reaction SMILES: Br[C:2]1[CH:3]=[CH:4][C:5]([CH2:8][OH:9])=[N:6][CH:7]=1.[CH2:10]([N:17]([CH2:37][C:38]1[CH:43]=[CH:42][CH:41]=[CH:40][CH:39]=1)[C@H:18]1[CH2:27][C:26]2[C:21](=[CH:22][CH:23]=[CH:24][C:25]=2B2OC(C)(C)C(C)(C)O2)[O:20][CH2:19]1)[C:11]1[CH:16]=[CH:15][CH:14]=[CH:13][CH:12]=1.C(=O)([O-])[O-].[K+].[K+]>>[CH2:37]([N:17]([CH2:10][C:11]1[CH:16]=[CH:15][CH:14]=[CH:13][CH:12]=1)[C@H:18]1[CH2:27][C:26]2[C:21](=[CH:22][CH:23]=[CH:24][C:25]=2[C:2]2[CH:3]=[CH:4][C:5]([CH2:8][OH:9])=[N:6][CH:7]=2)[O:20][CH2:19]1)[C:38]1[CH:39]=[CH:40][CH:41]=[CH:42][CH:43]=1 |f:2.3.4|. Procedure: A mixture of (5-bromopyridin-2-yl)methanol (0.205 g, 1.09 mmol), (3S)-N,N-dibenzyl-5-(4,4,5,5-tetramethyl-1,3,2-dioxaborolan-2-yl)chroman-3-amine (0.13 M in isopropanol, 8.4 mL, 1.09 mmol), 1,1′-bis(diphenylphosphino)ferrocene-palladium(ii)dichloride dichloromethane complex (0.045 g, 0.05 mmol), and 2 M potassium carbonate (1.64 mL, 3.28 mmol) was irradiated in a microwave synthesizer at 140° C. for 20 min. The solution was filtered through a pad of celite and concentrated in vacuo. The residue ... Starting materials: CCOC(=O)Cl, CCOC(C)=O, CC(C)(C)OC(=O)NCCCO, c1ccncc1. Product: CCOC(=O)OCCCNC(=O)OC(C)(C)C. Reaction SMILES: [C:19]([O:20][CH2:21][CH3:22])(=[O:23])[Cl:24].[CH3:25][CH2:26][O:27][C:28](=[O:29])[CH3:30].[OH:1][CH2:2][CH2:3][CH2:4][NH:5][C:6]([O:7][C:8]([CH3:9])([CH3:10])[CH3:11])=[O:12].[cH:13]1[cH:14][cH:15][n:16][cH:17][cH:18]1>>[O:1]([CH2:2][CH2:3][CH2:4][NH:5][C:6]([O:7][C:8]([CH3:9])([CH3:10])[CH3:11])=[O:12])[C:19]([O:20][CH2:21][CH3:22])=[O:23]. Reactants: COc1ccc(-c2nn(Cc3ccccc3)c(=O)c(C(=O)O)c2-c2ccc(OC)cc2)cc1, CN, Cl. Yields the product CNC(=O)c1c(-c2ccc(OC)cc2)c(-c2ccc(OC)cc2)nn(Cc2ccccc2)c1=O. Reaction SMILES: [CH2:1]([c:2]1[cH:3][cH:4][cH:5][cH:6][cH:7]1)[n:8]1[n:9][c:10](-[c:26]2[cH:27][cH:28][c:29]([O:32][CH3:33])[cH:30][cH:31]2)[c:11](-[c:18]2[cH:19][cH:20][c:21]([O:24][CH3:25])[cH:22][cH:23]2)[c:12]([C:15](=[O:16])[OH:17])[c:13]1=[O:14].[CH3:35][NH2:36].[ClH:34]>>[CH2:1]([c:2]1[cH:3][cH:4][cH:5][cH:6][cH:7]1)[n:8]1[n:9][c:10](-[c:26]2[cH:27][cH:28][c:29]([O:32][CH3:33])[cH:30][cH:31]2)[c:11](-[c:18]2[cH:19][cH:20][c:21]([O:24][CH3:25])[cH:22][cH:23]2)[c:12]([C:15](=[O:16])[NH:36][CH3:35])[c:13]1=[O:14]. Reactants: C(C)(=O)NC=1NC=C(C1C(=O)N)C=1C=NC(=CC1)[N+](=O)[O-] (2-acetylamino-4-(6-nitropyridin-3-yl)-1H-pyrrole-3-carboxamide), [H][H] (hydrogen). The reagents and catalysts are [Pd] (palladium on carbon). Run in CO (methanol). Product: C(C)(=O)NC=1NC=C(C1C(=O)N)C=1C=NC(=CC1)N (2-acetylamino-4-(6-aminopyridin-3-yl)-1H-pyrrole-3-carboxamide). Isolated yield 81.7%. As a reaction SMILES: [C:1]([NH:4][C:5]1[NH:6][CH:7]=[C:8]([C:13]2[CH:14]=[N:15][C:16]([N+:19]([O-])=O)=[CH:17][CH:18]=2)[C:9]=1[C:10]([NH2:12])=[O:11])(=[O:3])[CH3:2].[H][H]>[Pd].CO>[C:1]([NH:4][C:5]1[NH:6][CH:7]=[C:8]([C:13]2[CH:14]=[N:15][C:16]([NH2:19])=[CH:17][CH:18]=2)[C:9]=1[C:10]([NH2:12])=[O:11])(=[O:3])[CH3:2]. Reported procedure: 0.15 g (0.519 mmol) of 2-acetylamino-4-(6-nitropyridin-3-yl)-1H-pyrrole-3-carboxamide is added at a temperature in the region of 25° C. to a suspension of 0.015 g (0.014 mmol) of 10% palladium on carbon in 20 cm3 of methanol. After hydrogenating for 2 hours in an autoclave under 2 bar of hydrogen, at a temperature in the region of 30° C., the reaction mixture is filtered, the catalyst is rinsed with twice 2 cm3 of ethyl ether. After draining and drying, 0.11 g of 2-acetylamino-4-(6-aminopyridin-...